Dataset: the Open Reaction Database (ORD), a public repository of structured organic reaction records. Task: describe an organic reaction: reactants, conditions, products, and yield The reactants are BrC1=C(C=CC(=C1)Cl)Cl (1-bromo-2,5-dichlorobenzene), C(CS)(=O)O (thioglycolic acid), [OH-].[Na+] (sodium hydroxide). Solvent: CS(=O)C (dimethylsulfoxide). Reaction conditions: temperature 120 celsius, time 4 hour. Product: ClC1=C(C=C(C=C1)Cl)C(C(=O)[O-])S.[Na+] (sodium 2,5-dichlorophenylthioglycolate). As a reaction SMILES: Br[C:2]1[CH:7]=[C:6]([Cl:8])[CH:5]=[CH:4][C:3]=1[Cl:9].[C:10]([OH:14])(=[O:13])[CH2:11][SH:12].[OH-].[Na+:16]>CS(C)=O>[Cl:9][C:3]1[CH:4]=[CH:5][C:6]([Cl:8])=[CH:7][C:2]=1[CH:11]([SH:12])[C:10]([O-:14])=[O:13].[Na+:16] |f:2.3,5.6|. Procedure details: To a 300 ml four-necked flask equipped with a stirrer, a thermometer and a condenser were charged 24.9 g (0.110 mol) of 1-bromo-2,5-dichlorobenzene, 13.19 g (0.143 mol) of thioglycolic acid, 12.06 g (0.286 mol) of 95% sodium hydroxide and 100 g of dimethylsulfoxide, followed by stirring at 120° C. for 4 hours. Then, after distilling off the dimethylsulfoxide under reduced pressure, 100 g of water was added to the residue. After dissolving the residue therein at 100° C., the solution was cooled f... The reactants are C(CCC)N1C(=CC=C1)C(C1=CC(=CC=C1)[N+](=O)[O-])=O (1-butyl-2-(3'-nitrobenzoyl)pyrrole). Reagents/catalysts: [Pd] (palladium-charcoal). Solvent: CO (methanol). The product is C(CCC)N1C(=CC=C1)C(C1=CC(=CC=C1)N)=O (1-butyl-2-(3'-aminobenzoyl)pyrrole). The yield is 85.6%. Reaction SMILES: [CH2:1]([N:5]1[CH:9]=[CH:8][CH:7]=[C:6]1[C:10](=[O:20])[C:11]1[CH:16]=[CH:15][CH:14]=[C:13]([N+:17]([O-])=O)[CH:12]=1)[CH2:2][CH2:3][CH3:4]>CO.[Pd]>[CH2:1]([N:5]1[CH:9]=[CH:8][CH:7]=[C:6]1[C:10](=[O:20])[C:11]1[CH:16]=[CH:15][CH:14]=[C:13]([NH2:17])[CH:12]=1)[CH2:2][CH2:3][CH3:4]. Procedure details: A solution of 19 g (80 mmol) of 1-butyl-2-(3'-nitrobenzoyl)pyrrole in 250 ml of methanol was hydrogenated at 45 p.s.i. in the presence of 3 g of a 10% palladium-charcoal catalyst. After 45 minutes the catalyst was separated by filtration and the filtrate evaporated under reduced pressure. Purification of the residue by column chromatography on 750 g of silica gel, using hexane-ethyl acetate (75:25) as eluant, afforded 16.6 g (95%) of 1-butyl-2-(3'-aminobenzoyl)pyrrole, the title compound, as an ... The reactants are COC1=CC=C(C=C1)C(N1N=C(C2=C1C1=CC=C(C=C1C2)CN)C2=CSC=C2)C2=CC=C(C=C2)OC ({1-[bis(4-methoxyphenyl)methyl]-3-thien-3-yl-1,4-dihydroindeno[1,2-c]pyrazol-6-yl}methylamine), C(=O)(N1C=NC=C1)N1C=NC=C1 (1,1′-carbonyldiimidazole), NCCN1CCOCC1 (4-(2-aminoethyl)morpholine). The solvent is C1CCOC1 (THF), C1CCOC1 (THF). Run at time 2 hour. Yields the product COC1=CC=C(C=C1)C(N1N=C(C2=C1C1=CC=C(C=C1C2)CNC(=O)NCCN2CCOCC2)C2=CSC=C2)C2=CC=C(C=C2)OC (N-({1-[bis(4-methoxyphenyl)methyl]-3-thien-3-yl-1,4-dihydroindeno[1,2-c]pyrazol-6-yl}methyl)-N′-(2-morpholin-4-ylethyl)urea). RXN SMILES: [CH3:1][O:2][C:3]1[CH:8]=[CH:7][C:6]([CH:9]([C:29]2[CH:34]=[CH:33][C:32]([O:35][CH3:36])=[CH:31][CH:30]=2)[N:10]2[C:14]3[C:15]4[C:20]([CH2:21][C:13]=3[C:12]([C:24]3[CH:28]=[CH:27][S:26][CH:25]=3)=[N:11]2)=[CH:19][C:18]([CH2:22][NH2:23])=[CH:17][CH:16]=4)=[CH:5][CH:4]=1.[C:37]([N:44]1[CH:48]=[CH:47][N:46]=[CH:45]1)(N1C=CN=C1)=[O:38].NCCN1C[CH2:56][O:55][CH2:54][CH2:53]1>C1COCC1>[CH3:36][O:35][C:32]1[CH:31]=[CH:30][C:29]([CH:9]([C:6]2[CH:5]=[CH:4][C:3]([O:2][CH3:1])=[CH:8][CH:7]=2)[N:10]2[C:14]3[C:15]4[C:20]([CH2:21][C:13]=3[C:12]([C:24]3[CH:28]=[CH:27][S:26][CH:25]=3)=[N:11]2)=[CH:19][C:18]([CH2:22][NH:23][C:37]([NH:44][CH2:48][CH2:47][N:46]2[CH2:45][CH2:56][O:55][CH2:54][CH2:53]2)=[O:38])=[CH:17][CH:16]=4)=[CH:34][CH:33]=1. Procedure: To a solution of Example 891D (800 mg, 1.62 mmol) in THF (15 mL) was added 1,1′-carbonyldiimidazole (320 mg, 1.94 mmol). The mixture was stirred at rt for 2 h, then a solution of 4-(2-aminoethyl)morpholine (253 mg, 1.94 mmol) in THF (3 mL) was added. The resulting mixture was stirred at rt for 6 h, then concentrated in vacuo. The residue was purified by flash chromatography eluting with EtOAc to give a crude oil. (326 mg). Reactants: CN1CCN(CC1)C(=O)C1=NC=C(C(=C1)O)OCC1=CC=CC=C1 (1-methyl-4-(4-hydroxy-5-benzyloxy-2-pyridylcarbonyl)piperazine). The reagents and catalysts are [C].[Pd] (palladium-carbon). Run in CO (methanol). Reaction conditions: time 20 minute. The product is CN1CCN(CC1)C(=O)C1=NC=C(C(=C1)O)O (1-methyl-4-(4,5-dihydroxy-2-pyridylcarbonyl)piperazine). Yield: 38.7%. As a reaction SMILES: [CH3:1][N:2]1[CH2:7][CH2:6][N:5]([C:8]([C:10]2[CH:15]=[C:14]([OH:16])[C:13]([O:17]CC3C=CC=CC=3)=[CH:12][N:11]=2)=[O:9])[CH2:4][CH2:3]1>CO.[C].[Pd]>[CH3:1][N:2]1[CH2:7][CH2:6][N:5]([C:8]([C:10]2[CH:15]=[C:14]([OH:16])[C:13]([OH:17])=[CH:12][N:11]=2)=[O:9])[CH2:4][CH2:3]1 |f:2.3|. Procedure: To a solution of 1-methyl-4-(4-hydroxy-5-benzyloxy-2-pyridylcarbonyl)piperazine (4.71 g) in methanol (300 ml) was added 10 palladium-carbon (2.35 g) in a stream of nitrogen and the mixture was hydrogenated at atmospheric pressure for 20 minutes. After the catalyst was removed by filtration, the filtrate was evaporated to dryness. The residue was recyrstallized from methanol to give 1-methyl-4-(4,5-dihydroxy-2-pyridylcarbonyl)piperazine (1.32 g). Reactants: CC(C(=O)O)C1=CC=C(C=C1)CC(C)C (α-methyl-4-(2-methylpropyl)benzeneacetic acid), OC(=O)C(C)C1=CC=C(CC(C)C)C=C1 (Ibuprofen), [H-].[Al+3].[Li+].[H-].[H-].[H-] (lithium aluminum hydride). The product is CC(CC1=CC=C(C=C1)C(CO)C)C (2-[4-(2-Methylpropyl)phenyl]-propan-1-ol). Reaction SMILES: [CH3:1][CH:2]([C:6]1[CH:11]=[CH:10][C:9]([CH2:12][CH:13]([CH3:15])[CH3:14])=[CH:8][CH:7]=1)[C:3](O)=[O:4].[H-].[Al+3].[Li+].[H-].[H-].[H-]>>[CH3:14][CH:13]([CH3:15])[CH2:12][C:9]1[CH:8]=[CH:7][C:6]([CH:2]([CH3:1])[CH2:3][OH:4])=[CH:11][CH:10]=1 |f:1.2.3.4.5.6|. Reported procedure: The title compound was prepared by the procedure of Preparation 2 in quantitative yield from α-methyl-4-(2-methylpropyl)benzeneacetic acid which is Ibuprofen® and lithium aluminum hydride. Reactants: CNC, CO, CCOC(=O)Cc1ccccn1. The product is CN(C)C(=O)Cc1ccccn1. RXN SMILES: [CH3:13][NH:14][CH3:15].[CH3:16][OH:17].[n:1]1[c:2]([CH2:7][C:8]([O:10][CH2:9][CH3:11])=[O:12])[cH:3][cH:4][cH:5][cH:6]1>>[n:1]1[c:2]([CH2:7][C:8](=[O:10])[N:14]([CH3:13])[CH3:15])[cH:3][cH:4][cH:5][cH:6]1.